This data is from the Open Reaction Database (ORD), a public repository of structured organic reaction records. The task is: describe an organic reaction: reactants, conditions, products, and yield Reactants: CC(C)(C)NC[C@H](O)C=1C=CC=2N(C1)N=NN2 ((R)-α-[[(1,1-dimethylethyl)amino]methyl]tetrazolo[1,5-a]- pyridine-6-methanol), Cl (hydrochloric acid), Cl[Sn]Cl (SnCl2), base, C(\C=C/C(=O)O)(=O)O (maleic acid). The solvent is CO (methanol), C(Cl)Cl (methylene chloride), C(C)O (ethanol), C(C)O (ethanol). Yields the product C(\C=C/C(=O)O)(=O)O.NC1=CC=C(C=N1)[C@@H](O)CNC(C)(C)C ((R)-6-Amino-α-[[(1,1-dimethylethyl)amino]methyl]-3-pyridinemethanol Z-2-butenedioate). The yield is 92.6%. Reaction SMILES: [CH3:1][C:2]([NH:5][CH2:6][C@@H:7]([C:9]1[CH:10]=[CH:11][C:12]2[N:13](N=N[N:17]=2)[CH:14]=1)[OH:8])([CH3:4])[CH3:3].Cl.Cl[Sn]Cl.[C:22]([OH:29])(=[O:28])/[CH:23]=[CH:24]\[C:25]([OH:27])=[O:26]>CO.C(Cl)Cl.C(O)C>[C:22]([OH:29])(=[O:28])/[CH:23]=[CH:24]\[C:25]([OH:27])=[O:26].[NH2:17][C:12]1[N:13]=[CH:14][C:9]([C@H:7]([CH2:6][NH:5][C:2]([CH3:4])([CH3:3])[CH3:1])[OH:8])=[CH:10][CH:11]=1 |f:7.8|. Procedure: A solution of 538 mg (2.29 mmol) of (R)-α-[[(1,1-dimethylethyl)amino]methyl]tetrazolo[1,5-a]- pyridine-6-methanol in 15 ml of methanol was treated with 0.19 ml (2.29 mmol) of concentrated hydrochloric acid and 1.03 g (4.58 mmol) of SnCl2 ·2H2O. The reaction mixture was heated at reflux for one hour at which point tlc (silica gel) indicated completion. The mixture was reduced in volume under reduced pressure and then diluted with methylene chloride. The organic solution was washed with 15 ml of 2... The reactants are CN(CCCOC1=C(C=C(C=C1)OC)C=NCCC1=CC=CC=C1)C (N-[[2-[3-(Dimethylamino)propoxy]-5-methoxylphenyl]-methylene]benzeneethanamine), [BH4-].[Na+] (sodium borohydride). Run in CO (methanol). Product: CN(CCCOC1=C(C=C(C=C1)OC)CNCCC1=CC=CC=C1)C (N-[[2-[3-(Dimethylamino)propoxyl]-5-methoxyphenyl]-methyl]benzeneethanamine). The yield is 74.7%. RXN SMILES: [CH3:1][N:2]([CH3:25])[CH2:3][CH2:4][CH2:5][O:6][C:7]1[CH:12]=[CH:11][C:10]([O:13][CH3:14])=[CH:9][C:8]=1[CH:15]=[N:16][CH2:17][CH2:18][C:19]1[CH:24]=[CH:23][CH:22]=[CH:21][CH:20]=1.[BH4-].[Na+]>CO>[CH3:25][N:2]([CH3:1])[CH2:3][CH2:4][CH2:5][O:6][C:7]1[CH:12]=[CH:11][C:10]([O:13][CH3:14])=[CH:9][C:8]=1[CH2:15][NH:16][CH2:17][CH2:18][C:19]1[CH:24]=[CH:23][CH:22]=[CH:21][CH:20]=1 |f:1.2|. Procedure details: N-[[2-[3-(Dimethylamino)propoxy]-5-methoxylphenyl]-methylene]benzeneethanamine (39.5 g) is reduced with 13.0 g of sodium borohydride in 200 ml of methanol following the procedure described in Example 1C yielding 29.7 g of the title compound, boiling point 205°-210° C. at 0.4-0.5 mm of Hg. The reactants are ClC1=NC2=CC=C(C=C2C(=C1)C=CN(C)C)OC ([2-(2-Chloro-6-methoxyquinolin-4-yl)ethenyl]dimethylamine), NOS(=O)(=O)O (hydroxylamine-O-sulfonic acid), [OH-].[Na+] (sodium hydroxide). The solvent is O (water). Conditions: time 70 hour. Product: ClC1=NC2=CC=C(C=C2C(=C1)CC#N)OC ((2-Chloro-6-methoxyquinolin-4-yl)acetonitrile). Yield: 77.8%. RXN SMILES: [Cl:1][C:2]1[CH:11]=[C:10]([CH:12]=[CH:13][N:14](C)C)[C:9]2[C:4](=[CH:5][CH:6]=[C:7]([O:17][CH3:18])[CH:8]=2)[N:3]=1.NOS(O)(=O)=O.[OH-].[Na+]>O>[Cl:1][C:2]1[CH:11]=[C:10]([CH2:12][C:13]#[N:14])[C:9]2[C:4](=[CH:5][CH:6]=[C:7]([O:17][CH3:18])[CH:8]=2)[N:3]=1 |f:2.3|. Procedure details: [2-(2-Chloro-6-methoxyquinolin-4-yl)ethenyl]dimethylamine (28.3 g, 0.11 mol) and hydroxylamine-O-sulfonic acid (40.2 g, 0.36 mol) were suspended in water (1.2 L), and the mixture was stirred at room temperature for 70 hours. The reaction mixture was neutralized with an aqueous solution of sodium hydroxide, and the organic materials were extracted with a mixed solvent of 5% methanol/ethyl acetate. The extract was washed with saturated brine and water and dried over anhydrous magnesium sulfate. Th... Reactants: [O-]CCCC.[K+] (Potassium butoxide), C1CCOC1 (THF), FC1=C(C(=CC=C1)F)C1=NN(C=C1)CC(=O)OCC=C (allyl 2-(3-(2,6-difluorophenyl)pyrazol-1-yl)acetate), ClC1=C(C(=NN1C)C(F)(F)F)C(=O)Cl (5-chloro-1-methyl-3-trifluoromethylpyrazole-4-carbonyl chloride). The solvent is O (Water). Conditions: time 5 minute. Product: FC1=C(C(=CC=C1)F)C1=NN(C=C1)C(C(=O)OCC=C)=C(O)C=1C(=NN(C1Cl)C)C(F)(F)F (allyl 2-{3-(2,6-difluorophenyl)pyrazol-1-yl}-3-(5-chloro-1-methyl-3-trifluoromethylpyrazol-4-yl)-3-hydroxyacrylate). As a reaction SMILES: [O-]CCCC.[K+].C1COCC1.[F:12][C:13]1[CH:18]=[CH:17][CH:16]=[C:15]([F:19])[C:14]=1[C:20]1[CH:24]=[CH:23][N:22]([CH2:25][C:26]([O:28][CH2:29][CH:30]=[CH2:31])=[O:27])[N:21]=1.[Cl:32][C:33]1[N:37]([CH3:38])[N:36]=[C:35]([C:39]([F:42])([F:41])[F:40])[C:34]=1[C:43](Cl)=[O:44]>O>[F:19][C:15]1[CH:16]=[CH:17][CH:18]=[C:13]([F:12])[C:14]=1[C:20]1[CH:24]=[CH:23][N:22]([C:25](=[C:43]([C:34]2[C:35]([C:39]([F:42])([F:41])[F:40])=[N:36][N:37]([CH3:38])[C:33]=2[Cl:32])[OH:44])[C:26]([O:28][CH2:29][CH:30]=[CH2:31])=[O:27])[N:21]=1 |f:0.1|. Procedure details: Potassium butoxide (0.5 g) was added to a THF (10 mL) solution of allyl 2-(3-(2,6-difluorophenyl)pyrazol-1-yl)acetate (0.5 g) and 5-chloro-1-methyl-3-trifluoromethylpyrazole-4-carbonyl chloride (0.44 g) at 0° C. and stirred for 5 minutes. Water (5 ml) was added thereto, and then extracted with diluted hydrochloric acid and ethyl acetate. After the organic layer was dried over anhydrous magnesium sulfate, and then concentrated, and the resulting concentrate was purified through silica gel column ... Reactants: CO, CC(C)(C)OC(=O)N1CC(Cn2ccc3c([N+](=O)[O-])cccc3c2=O)C1, [Pd]. Yields the product CC(C)(C)OC(=O)N1CC(Cn2ccc3c(N)cccc3c2=O)C1. RXN SMILES: [CH3:27][OH:28].[N+:1]([O-:2])(=[O:3])[c:4]1[c:5]2[cH:6][cH:7][n:8]([CH2:15][CH:16]3[CH2:17][N:18]([C:20](=[O:21])[O:22][C:23]([CH3:24])([CH3:25])[CH3:26])[CH2:19]3)[c:9](=[O:14])[c:10]2[cH:11][cH:12][cH:13]1.[Pd:29]>>[NH2:1][c:4]1[c:5]2[cH:6][cH:7][n:8]([CH2:15][CH:16]3[CH2:17][N:18]([C:20](=[O:21])[O:22][C:23]([CH3:24])([CH3:25])[CH3:26])[CH2:19]3)[c:9](=[O:14])[c:10]2[cH:11][cH:12][cH:13]1. Starting materials: N[C@H](C(=O)O)CC1=CC=C(C=C1)C ((S)-2-amino-3-p-tolylpropanoic acid), C(=O)(C(F)(F)F)O (TFA). The reagents and catalysts are O=[Pt]=O (PtO2). Run in O (water). Run at time 2 day. Yields the product C(=O)(C(F)(F)F)O (TFA), N[C@H](C(=O)O)CC1CCC(CC1)C ((S)-2-amino-3-(4-methylcyclohexyl)propanoic acid). RXN SMILES: [NH2:1][C@@H:2]([CH2:6][C:7]1[CH:12]=[CH:11][C:10]([CH3:13])=[CH:9][CH:8]=1)[C:3]([OH:5])=[O:4].[C:14]([OH:20])([C:16]([F:19])([F:18])[F:17])=[O:15]>O=[Pt]=O.O>[C:14]([OH:20])([C:16]([F:19])([F:18])[F:17])=[O:15].[NH2:1][C@@H:2]([CH2:6][CH:7]1[CH2:8][CH2:9][CH:10]([CH3:13])[CH2:11][CH2:12]1)[C:3]([OH:5])=[O:4]. Reported procedure: A 250 mL Parr shaker vessel was charged with 1.0 g (5.6 mmol) of (S)-2-amino-3-p-tolylpropanoic acid, 63 mg (0.28 mmol, 5 mol %) of PtO2, and 10 mL of 1:1 TFA:water. The vessel was placed in a Parr hydrogenation shaker, pressurized to 50 psi, and shaken for 2 d. Analysis of the mixture by LC/MS indicated a ca 1:1 mixture of cis:trans isomers. The contents were filtered through a pad of Celite and the spent catalyst washed with additional water. The clear filtrate was evaporated to afford crude T...